From a dataset of the Open Reaction Database (ORD), a public repository of structured organic reaction records. describe an organic reaction: reactants, conditions, products, and yield The product is C(C=C)C1C(C2=C(NC(=N2)C2C(CCC2)C2=CC=CC=C2)C(C1=O)CC=C)=O (5,7-diallyl-2-(2-phenylcyclopentyl)-1,7-dihydrobenzoimidazole-4,6-dione). Reaction SMILES: [CH2:1]([CH:4]1[C:9](=[O:10])[CH:8]([CH2:11][CH:12]=[CH2:13])[C:7](=[O:14])[C:6]([NH:15][C:16]([C@@H:18]2[CH2:22][CH2:21][CH2:20][C@H:19]2[C:23]2[CH:28]=[CH:27][CH:26]=[CH:25][CH:24]=2)=O)=[C:5]1[NH2:29])[CH:2]=[CH2:3].[OH-].[K+]>C(O)C.O>[CH2:11]([CH:8]1[C:9](=[O:10])[CH:4]([CH2:1][CH:2]=[CH2:3])[C:5]2[NH:29][C:16]([CH:18]3[CH2:22][CH2:21][CH2:20][CH:19]3[C:23]3[CH:24]=[CH:25][CH:26]=[CH:27][CH:28]=3)=[N:15][C:6]=2[C:7]1=[O:14])[CH:12]=[CH2:13] |f:1.2|. Isolated yield 52.4%. Procedure: Dissolve trans-2-phenylcyclopentanecarboxylic acid (3,5-diallyl-2-amino-4,6-dioxo-cyclohex-1-enyl)amide (300 mg, 0.76 mmol) in ethanol (100 ml), add 10% potassium hydroxide (100 ml) and heat the reaction to 60° C. for 4 hours. Cool the reaction and dilute with water (200 ml). Acidify with concentrated hydrochloric acid and extract with diethyl ether (400 ml). Rinse the organic extract with water (200 ml), saturated sodium chloride (200 ml), dry over anhydrous magnesium sulfate, filter and concen... Solvent: C(C)O (ethanol), O (water). Reactants: C(C=C)C1C(=C(C(C(C1=O)CC=C)=O)NC(=O)[C@H]1[C@@H](CCC1)C1=CC=CC=C1)N (trans-2-phenylcyclopentanecarboxylic acid (3,5-diallyl-2-amino-4,6-dioxo-cyclohex-1-enyl)amide), [OH-].[K+] (potassium hydroxide). Starting materials: BrC=1C=C2NC[C@@H](N(C2=CC1)C(C(F)(F)F)=O)C ((S)-1-(6-bromo-2-methyl-3,4-dihydroquinoxaline-1(2H)-yl)-2,2,2-trifluoroethanone), C(C)(C)N(C(C)C)CC (N,N-diisopropylethyl amine), O1C(=CC=C1)C(=O)Cl (furan-2-carbonyl chloride). The solvent is ClCCCl (1,2-dichloroethane). Run at time 5 minute. Product: BrC=1C=C2N(C[C@@H](N(C2=CC1)C(C(F)(F)F)=O)C)C(=O)C=1OC=CC1 ((S)-1-(6-bromo-4-(furan-2-carbonyl)-2-methyl-3,4-dihydroquinoxaline-1(2H)-yl)-2,2,2-trifluoroethanone). Yield: 53.8%. RXN SMILES: [Br:1][C:2]1[CH:3]=[C:4]2[C:9](=[CH:10][CH:11]=1)[N:8]([C:12](=[O:17])[C:13]([F:16])([F:15])[F:14])[C@@H:7]([CH3:18])[CH2:6][NH:5]2.C(N(CC)C(C)C)(C)C.[O:28]1[CH:32]=[CH:31][CH:30]=[C:29]1[C:33](Cl)=[O:34]>ClCCCl>[Br:1][C:2]1[CH:3]=[C:4]2[C:9](=[CH:10][CH:11]=1)[N:8]([C:12](=[O:17])[C:13]([F:14])([F:16])[F:15])[C@@H:7]([CH3:18])[CH2:6][N:5]2[C:33]([C:29]1[O:28][CH:32]=[CH:31][CH:30]=1)=[O:34]. Procedure: A 100 mL round bottomed flask fitted with a nitrogen inlet was charged with (S)-1-(6-bromo-2-methyl-3,4-dihydroquinoxaline-1(2H)-yl)-2,2,2-trifluoroethanone (1.54 g, 4.77 mmol), 1,2-dichloroethane (45 mL), and N,N-diisopropylethyl amine (2.497 mL, 14.30 mmol). The mixture stirred for 5 min and then furan-2-carbonyl chloride (0.940 mL, 9.53 mmol) was slowly added. The reaction stirred at room temperature for 2 h and was then concentrated. The residue was purified via column chromatography (elutin... Reactants: N#CC1(NC(=O)C2CC(S(=O)(=O)c3ccccc3Cl)CN2)CC1, C=O, Cl. Yields the product CN1CC(S(=O)(=O)c2ccccc2Cl)CC1C(=O)NC1(C#N)CC1. As a reaction SMILES: [C:2](#[N:3])[C:4]1([NH:7][C:8](=[O:9])[CH:10]2[NH:11][CH2:12][CH:13]([S:15](=[O:16])(=[O:17])[c:18]3[c:19]([Cl:24])[cH:20][cH:21][cH:22][cH:23]3)[CH2:14]2)[CH2:5][CH2:6]1.[CH2:25]=[O:26].[ClH:1]>>[C:2](#[N:3])[C:4]1([NH:7][C:8](=[O:9])[CH:10]2[N:11]([CH3:25])[CH2:12][CH:13]([S:15](=[O:16])(=[O:17])[c:18]3[c:19]([Cl:24])[cH:20][cH:21][cH:22][cH:23]3)[CH2:14]2)[CH2:5][CH2:6]1. Starting materials: N(=[N+]=[N-])[C@H]1C[C@@H](CC[C@@H]1NC(=O)OC(C)(C)C)C(=O)OCC1=CC=CC=C1 (Benzyl (1R,3S,4S)-3-azido-4-(N-tert-butoxycarbonylamino)cyclohexane-1-carboxylate), [OH-].[Li+] (lithium hydroxide). Run in O1CCCC1 (tetrahydrofuran), O (water). Conditions: time 10 minute. Yields the product N(=[N+]=[N-])[C@H]1C[C@@H](CC[C@@H]1NC(=O)OC(C)(C)C)C(=O)O ((1R,3S,4S)-3-Azido-4-(N-tert-butoxycarbonyl-amino)cyclohexane-1-carboxylic acid). Yield: 55.7%. Reaction SMILES: [N:1]([C@@H:4]1[C@@H:9]([NH:10][C:11]([O:13][C:14]([CH3:17])([CH3:16])[CH3:15])=[O:12])[CH2:8][CH2:7][C@@H:6]([C:18]([O:20]CC2C=CC=CC=2)=[O:19])[CH2:5]1)=[N+:2]=[N-:3].[OH-].[Li+]>O1CCCC1.O>[N:1]([C@@H:4]1[C@@H:9]([NH:10][C:11]([O:13][C:14]([CH3:17])([CH3:15])[CH3:16])=[O:12])[CH2:8][CH2:7][C@@H:6]([C:18]([OH:20])=[O:19])[CH2:5]1)=[N+:2]=[N-:3] |f:1.2|. Procedure details: Benzyl (1R,3S,4S)-3-azido-4-(N-tert-butoxycarbonylamino)cyclohexane-1-carboxylate (4.4 g) was dissolved in tetrahydrofuran (160 ml) and water (20 ml), and lithium hydroxide (366 mg) was added under ice cooling. After 10 minutes, the mixture was heated to room temperature to continue stirring. After 20 hours, the solvent was distilled off under reduced pressure, and the residue was purified by column chromatography on silica gel (methanol:dichloromethane=1:10) to obtain the title compound (1.86 g... The reactants are CC1=C(C=CC(=C1)C(=O)N1CC=2N(CC3=C1C=CC=C3)C(=CC2)C(=O)O)C2=C(C=CC=C2)C(F)(F)F (10-[(2-Methyl-2′-trifluoromethyl-[1,1′-biphenyl]-4-yl)carbonyl]-10,11-dihydro-5H-pyrrolo[2,1-c][1,4]benzodiazepine-3-carboxylic acid), CNCC(CO)O (3-methylamino-1,2-propanediol), ON1N=NC2=C1C=CC=C2 (1-hydroxybenzotriazole), Cl.CN(CCCN=C=NCC)C (1-[3-(dimethylamino)propyl]-3-ethylcarbodiimide hydrochloride), C(C)(C)N(C(C)C)CC (N,N-diisopropylethyl amine). Run in CN(C=O)C (N,N-dimethyl formamide), C(C)(=O)OCC (ethyl acetate). Reaction conditions: time 8 hour. The product is OC(CN(C(=O)C1=CC=C2CN(C3=C(CN21)C=CC=C3)C(=O)C3=CC(=C(C=C3)C3=C(C=CC=C3)C(F)(F)F)C)C)CO (10-[(2-Methyl-2′-trifluoromethyl-[1,1′-biphenyl]-4-yl)carbonyl]-10,11-dihydro-5H-pyrrolo[2,1-c][1,4]benzodiazepine-3-carboxylic acid (2,3-dihydroxy-propyl)-methyl-amide). Isolated yield 81.6%. Reaction SMILES: [CH3:1][C:2]1[CH:7]=[C:6]([C:8]([N:10]2[C:16]3[CH:17]=[CH:18][CH:19]=[CH:20][C:15]=3[CH2:14][N:13]3[C:21]([C:24](O)=[O:25])=[CH:22][CH:23]=[C:12]3[CH2:11]2)=[O:9])[CH:5]=[CH:4][C:3]=1[C:27]1[CH:32]=[CH:31][CH:30]=[CH:29][C:28]=1[C:33]([F:36])([F:35])[F:34].[CH3:37][NH:38][CH2:39][CH:40]([OH:43])[CH2:41][OH:42].ON1C2C=CC=CC=2N=N1.Cl.CN(C)CCCN=C=NCC.C(N(CC)C(C)C)(C)C>CN(C)C=O.C(OCC)(=O)C>[OH:43][CH:40]([CH2:41][OH:42])[CH2:39][N:38]([CH3:37])[C:24]([C:21]1[N:13]2[C:12]([CH2:11][N:10]([C:8]([C:6]3[CH:5]=[CH:4][C:3]([C:27]4[CH:32]=[CH:31][CH:30]=[CH:29][C:28]=4[C:33]([F:35])([F:34])[F:36])=[C:2]([CH3:1])[CH:7]=3)=[O:9])[C:16]3[CH:17]=[CH:18][CH:19]=[CH:20][C:15]=3[CH2:14]2)=[CH:23][CH:22]=1)=[O:25] |f:3.4|. Procedure details: To a solution of 10-[(2-methyl-2′-trifluoromethyl-[1,1′-biphenyl]-4-yl)carbonyl]-10,11-dihydro-5H-pyrrolo[2,1-c][1,4]benzodiazepine-3-carboxylic acid of Example 1, Step F (1.2 g, 2.44 mmol) and 3-methylamino-1,2-propanediol (0.32 g, 3.04 mmol) in N,N-dimethyl formamide (10 mL) was added 1-hydroxybenzotriazole (0.36 g, 2.66 mmol) and 1-[3-(dimethylamino)propyl]-3-ethylcarbodiimide hydrochloride (0.52 g, 2.71 mmol) followed by N,N-diisopropylethyl amine (0.64 mL, 3.67 mmol). The reaction mixture w...